From a dataset of the Open Reaction Database (ORD), a public repository of structured organic reaction records. describe an organic reaction: reactants, conditions, products, and yield The product is C1OC(CC[C@@H]2[C@H]([C@H](C[C@H]2OC2OCCCC2)O)C\C=C/CCCCCC(=O)OC(C)C)(CCCCCCC)OC1 (isopropyl (Z)-9-(1R)-[(2R,3R,5S)-2-(3,3-ethylenedioxydecyl)-5-hydroxy-3-(tetrahydropyranyloxy)cyclopentyl]-7-nonenoate). RXN SMILES: [CH2:1]1[CH2:38][O:37][C:3]([CH2:30][CH2:31][CH2:32][CH2:33][CH2:34][CH2:35][CH3:36])([CH2:4][CH2:5][C@H:6]2[C@H:10]([O:11][CH:12]3[CH2:17][CH2:16][CH2:15][CH2:14][O:13]3)[CH2:9][C@H:8]([OH:18])[C@@H:7]2[CH2:19]/[CH:20]=[CH:21]\[CH2:22][CH2:23][CH2:24][CH2:25][CH2:26][C:27]([OH:29])=[O:28])[O:2]1.[CH2:39]1[CH2:49]CN2C(=NCCC2)C[CH2:40]1.C(I)(C)C>C(#N)C>[CH2:38]1[CH2:1][O:2][C:3]([CH2:30][CH2:31][CH2:32][CH2:33][CH2:34][CH2:35][CH3:36])([CH2:4][CH2:5][C@H:6]2[C@H:10]([O:11][CH:12]3[CH2:17][CH2:16][CH2:15][CH2:14][O:13]3)[CH2:9][C@H:8]([OH:18])[C@@H:7]2[CH2:19]/[CH:20]=[CH:21]\[CH2:22][CH2:23][CH2:24][CH2:25][CH2:26][C:27]([O:29][CH:39]([CH3:49])[CH3:40])=[O:28])[O:37]1. Procedure details: The compound (42) (1.68 g) was esterified in the conventional procedure with 1,8-diazabicyclo[5.4.0]-7-undecene (DBU, 0.78 ml) and isopropyl iodide (0.35 ml) in acetonitrile (15 ml). The residue was subjected to silicagel column chromatography to give the titled compound (43). Yield: 0.908 g (88%) Reactants: C1OC(CC[C@@H]2[C@H]([C@H](C[C@H]2OC2OCCCC2)O)C\C=C/CCCCCC(=O)O)(CCCCCCC)OC1 ((Z)-9-(1R)-[(2R,3R,5S)-2-(3,3-ethylenedioxydecyl)-5-hydroxy-3-(tetrahydropyranyloxy)cyclopentyl]-7-nonenoic acid), C1CCC2=NCCCN2CC1 (1,8-diazabicyclo[5.4.0]-7-undecene), C(C)(C)I (isopropyl iodide). Solvent: C(C)#N (acetonitrile). Starting materials: Cl, CNCc1cn(C)c2cccc(F)c12, Nc1ccc(C=CC(=O)O)cn1, O=C(O)C=Cc1cnc2c(c1)CCC(=O)N2. The product is CN(Cc1cn(C)c2cccc(F)c12)C(=O)C=Cc1ccc(N)nc1. Reaction SMILES: [ClH:27].[F:1][c:2]1[c:3]2[c:4]([CH2:12][NH:13][CH3:14])[cH:5][n:6]([CH3:11])[c:7]2[cH:8][cH:9][cH:10]1.[NH2:15][c:16]1[cH:17][cH:18][c:19]([CH:22]=[CH:23][C:24](=[O:25])[OH:26])[cH:20][n:21]1.[O:28]=[C:29]1[NH:30][c:31]2[n:32][cH:33][c:34]([CH:35]=[CH:36][C:37]([OH:38])=[O:39])[cH:40][c:41]2[CH2:42][CH2:43]1>>[F:1][c:2]1[c:3]2[c:4]([CH2:12][N:13]([CH3:14])[C:24]([CH:23]=[CH:22][c:19]3[cH:18][cH:17][c:16]([NH2:15])[n:21][cH:20]3)=[O:26])[cH:5][n:6]([CH3:11])[c:7]2[cH:8][cH:9][cH:10]1. The reactants are C1(=CC=CC=C1)C=1C=C(C=C(C1)C1=CC=CC=C1)C1=CC=C(C=C1)C1(C2=CC=CC=C2C(C=2C=CC=CC12)(O)C1=CC=C(C=C1)C1=CC(=CC(=C1)C1=CC=CC=C1)C1=CC=CC=C1)O (9,10-bis(4-(3,5-Diphenylphenyl)phenyl)-9,10-dihydroxy-9,10-dihydroanthracene), resultant suspension, I (hydroiodic acid), aqueous solution, [PH2](=O)O (hypophosphorous acid). Run in C(C)(=O)O (acetic acid). Conditions: temperature 100 celsius, time 6 hour. Product: C1(=CC=CC=C1)C=1C=C(C=C(C1)C1=CC=CC=C1)C1=CC=C(C=C1)C=1C2=CC=CC=C2C(=C2C=CC=CC12)C1=CC=C(C=C1)C1=CC(=CC(=C1)C1=CC=CC=C1)C1=CC=CC=C1 (9,10-bis(4-(3,5-diphenylphenyl)phenyl)anthracene). Isolated yield 92.3%. RXN SMILES: [C:1]1([C:7]2[CH:8]=[C:9]([C:19]3[CH:24]=[CH:23][C:22]([C:25]4(O)[C:38]5[CH:37]=[CH:36][CH:35]=[CH:34][C:33]=5[C:32]([C:40]5[CH:45]=[CH:44][C:43]([C:46]6[CH:51]=[C:50]([C:52]7[CH:57]=[CH:56][CH:55]=[CH:54][CH:53]=7)[CH:49]=[C:48]([C:58]7[CH:63]=[CH:62][CH:61]=[CH:60][CH:59]=7)[CH:47]=6)=[CH:42][CH:41]=5)(O)[C:31]5[C:26]4=[CH:27][CH:28]=[CH:29][CH:30]=5)=[CH:21][CH:20]=3)[CH:10]=[C:11]([C:13]3[CH:18]=[CH:17][CH:16]=[CH:15][CH:14]=3)[CH:12]=2)[CH:6]=[CH:5][CH:4]=[CH:3][CH:2]=1.I.[PH2](O)=O>C(O)(=O)C>[C:1]1([C:7]2[CH:8]=[C:9]([C:19]3[CH:24]=[CH:23][C:22]([C:25]4[C:38]5[C:33]([C:32]([C:40]6[CH:45]=[CH:44][C:43]([C:46]7[CH:47]=[C:48]([C:58]8[CH:59]=[CH:60][CH:61]=[CH:62][CH:63]=8)[CH:49]=[C:50]([C:52]8[CH:53]=[CH:54][CH:55]=[CH:56][CH:57]=8)[CH:51]=7)=[CH:42][CH:41]=6)=[C:31]6[C:26]=4[CH:27]=[CH:28][CH:29]=[CH:30]6)=[CH:34][CH:35]=[CH:36][CH:37]=5)=[CH:21][CH:20]=3)[CH:10]=[C:11]([C:13]3[CH:14]=[CH:15][CH:16]=[CH:17][CH:18]=3)[CH:12]=2)[CH:6]=[CH:5][CH:4]=[CH:3][CH:2]=1. Procedure details: 9,10-bis(4-(3,5-Diphenylphenyl)phenyl)-9,10-dihydroxy-9,10-dihydroanthracene (6.0 g, 7.3 mmole) was suspended in acetic acid (70 ml). To the resultant suspension, a 57% hydroiodic acid (10 ml, 77 mmole, 10 eq) was added and the obtained mixture was stirred at 100° C. for 6 hours. To the reaction mixture, a 50% aqueous solution of hypophosphorous acid (50 ml) was added. The formed solid was separated by filtration and washed with water, methanol and acetone and a light yellow solid (5.3 g, 93%) w... Reported procedure: 3-(1-methylethyl)-4-(((2S)-4-((5-nitro-2-thiophenyl)sulfonyl)-1-(5-(2,2,2-trifluoro-1-hydroxy-1-(trifluoromethyl)ethyl)-2-pyrimidinyl)-2-piperazinyl)methyl)-2-piperazinone (228 mg, 0.337 mmol) and iron filings (94 mg, 1.69 mmol, Sigma-Aldrich, St. Louis, Mo.) were combined in acetic acid (7.18 mL). The reaction mixture was stirred at 50° C. for 1.5 h. The mixture was allowed to cool to room temperature and saturated aqueous NaHCO3 was slowly added. After partitioning with EtOAc, the aqueous phas... Reactants: CC(C)C1C(NCCN1C[C@@H]1N(CCN(C1)S(=O)(=O)C=1SC(=CC1)[N+](=O)[O-])C1=NC=C(C=N1)C(C(F)(F)F)(C(F)(F)F)O)=O (3-(1-methylethyl)-4-(((2S)-4-((5-nitro-2-thiophenyl)sulfonyl)-1-(5-(2,2,2-trifluoro-1-hydroxy-1-(trifluoromethyl)ethyl)-2-pyrimidinyl)-2-piperazinyl)methyl)-2-piperazinone), C(=O)(O)[O-].[Na+] (NaHCO3). As a reaction SMILES: [CH3:1][CH:2]([CH:4]1[N:9]([CH2:10][C@H:11]2[CH2:16][N:15]([S:17]([C:20]3[S:21][C:22]([N+:25]([O-])=O)=[CH:23][CH:24]=3)(=[O:19])=[O:18])[CH2:14][CH2:13][N:12]2[C:28]2[N:33]=[CH:32][C:31]([C:34]([OH:43])([C:39]([F:42])([F:41])[F:40])[C:35]([F:38])([F:37])[F:36])=[CH:30][N:29]=2)[CH2:8][CH2:7][NH:6][C:5]1=[O:44])[CH3:3].C([O-])(O)=O.[Na+]>C(O)(=O)C.[Fe]>[NH2:25][C:22]1[S:21][C:20]([S:17]([N:15]2[CH2:14][CH2:13][N:12]([C:28]3[N:29]=[CH:30][C:31]([C:34]([OH:43])([C:35]([F:36])([F:38])[F:37])[C:39]([F:40])([F:41])[F:42])=[CH:32][N:33]=3)[C@@H:11]([CH2:10][N:9]3[CH2:8][CH2:7][NH:6][C:5](=[O:44])[CH:4]3[CH:2]([CH3:3])[CH3:1])[CH2:16]2)(=[O:18])=[O:19])=[CH:24][CH:23]=1 |f:1.2|. Reaction conditions: temperature 50 celsius, time 1.5 hour. The solvent is C(C)(=O)O (acetic acid). The product is NC1=CC=C(S1)S(=O)(=O)N1C[C@@H](N(CC1)C1=NC=C(C=N1)C(C(F)(F)F)(C(F)(F)F)O)CN1C(C(NCC1)=O)C(C)C (4-(((2S)-4-((5-amino-2-thiophenyl)sulfonyl)-1-(5-(2,2,2-trifluoro-1-hydroxy-1-(trifluoromethyl)ethyl)-2-pyrimidinyl)-2-piperazinyl)methyl)-3-(1-methylethyl)-2-piperazinone). The reagents and catalysts are [Fe] (iron). The reactants are aq. solution, [NH4+].[Cl-] (NH4Cl), CC1=CC(CC1)=O (3-methyl-2cyclopenten-1-one), C1(=CC=CC=C1)[Li] (phenyl litium), [Li] (lithium), BrC1=CC=CC=C1 (bromobenzene). Solvent: CCOCC (ether), CCOCC (ether). Reaction conditions: time 4 hour. The product is CC1=CC(=CC1)C1=CC=CC=C1 (1-methyl-3-phenyl-1,3-cyclopentadiene). As a reaction SMILES: [CH3:1][C:2]1[CH2:6][CH2:5][C:4](=O)[CH:3]=1.[C:8]1([Li])[CH:13]=[CH:12][CH:11]=[CH:10][CH:9]=1.[Li].BrC1C=CC=CC=1.[NH4+].[Cl-]>CCOCC>[CH3:1][C:2]1[CH2:6][CH:5]=[C:4]([C:8]2[CH:13]=[CH:12][CH:11]=[CH:10][CH:9]=2)[CH:3]=1 |f:4.5,^1:14|. Procedure: A solution of 25 g (0.26 mol) of 3-methyl-2cyclopenten-1-one in 100 mL of ether was added at −78° C. under argon atmosphere to a solution of phenyl litium in 200 mL of ether, previous prepared from 5.76 g (0.83 mol) of lithium and 44 mL (0.42 mol) of bromobenzene. The reaction mixture was stirred for 4 h and then treated with a 10% aq. solution of NH4Cl. The organic phase was collected, washed with water, dried with MgSO4 and concentrated. The residue was distilled at 54° C./1 mmHg. Yield 24.37 ...